Dataset: the Open Reaction Database (ORD), a public repository of structured organic reaction records. Task: describe an organic reaction: reactants, conditions, products, and yield The reactants are NCCCOC=1C=C2C=CC(N(C2=CC1)C)=O (6-(3-Amino-propoxy)-1-methyl-1H-quinolin-2-one), BrC1=CN=C(C2=CC=CC=C12)OC (4-bromo-1-methoxy-isoquinoline), CC1(C2=C(C(=CC=C2)P(C3=CC=CC=C3)C4=CC=CC=C4)OC5=C(C=CC=C51)P(C6=CC=CC=C6)C7=CC=CC=C7)C (xantphos), CC(C)([O-])C.[Na+] (sodium t-butoxide). Reagents/catalysts: C(C)(=O)[O-].[Pd+2].C(C)(=O)[O-] (palladium acetate). The solvent is O1CCOCC1 (dioxane), O (Water). Reaction conditions: temperature 80 celsius. Yields the product COC1=NC=C(C2=CC=CC=C12)NCCCOC=1C=C2C=CC(N(C2=CC1)C)=O (6-[3-(1-Methoxy-isoquinolin-4-ylamino)-propoxy]-1-methyl-1H-quinolin-2-one). The yield is 25.5%. RXN SMILES: [NH2:1][CH2:2][CH2:3][CH2:4][O:5][C:6]1[CH:7]=[C:8]2[C:13](=[CH:14][CH:15]=1)[N:12]([CH3:16])[C:11](=[O:17])[CH:10]=[CH:9]2.Br[C:19]1[C:28]2[C:23](=[CH:24][CH:25]=[CH:26][CH:27]=2)[C:22]([O:29][CH3:30])=[N:21][CH:20]=1.CC1(C)C2C(=C(P(C3C=CC=CC=3)C3C=CC=CC=3)C=CC=2)OC2C(P(C3C=CC=CC=3)C3C=CC=CC=3)=CC=CC1=2.CC(C)([O-])C.[Na+]>C([O-])(=O)C.[Pd+2].C([O-])(=O)C.O.O1CCOCC1>[CH3:30][O:29][C:22]1[C:23]2[C:28](=[CH:27][CH:26]=[CH:25][CH:24]=2)[C:19]([NH:1][CH2:2][CH2:3][CH2:4][O:5][C:6]2[CH:7]=[C:8]3[C:13](=[CH:14][CH:15]=2)[N:12]([CH3:16])[C:11](=[O:17])[CH:10]=[CH:9]3)=[CH:20][N:21]=1 |f:3.4,5.6.7|. Reported procedure: 6-(3-Amino-propoxy)-1-methyl-1H-quinolin-2-one(232 mg), 4-bromo-1-methoxy-isoquinoline(286 mg), palladium acetate (II) (22 mg), xantphos (558 mg), and sodium t-butoxide(192 mg) were added to dioxane(10 ml). The mixture was heated at 80° C. for overnight under argon atmosphere. The reaction liquid was cooled to room temperature. Water was added to the reaction mixture, and followed by celite filtration. The filtrate was extracted with dichloromethane. The organic layer was dried over anhydrous so... The reactants are CC1=C(N2[C@@H]([C@@H](C2=O)NC(=O)[C@@H](C=3C=CC(=CC3)O)N)SC1)C(=O)O (cefadroxil), C(CCC)O (n-butanol), CC1=C(N2[C@@H]([C@@H](C2=O)NC(=O)[C@@H](C=3C=CC(=CC3)O)N)SC1)C(=O)O (cefadroxil). The solvent is O (H2O), O (water). Run at time 2 hour. The product is CC1=C(N2[C@@H]([C@@H](C2=O)NC(=O)[C@@H](C3=CC=C(C=C3)O)N)SC1)C(=O)O.O (Cefadroxil Monohydrate). The yield is 82.7%. RXN SMILES: [CH3:1][C:2]1[CH2:22][S:21][C@@H:5]2[C@H:6]([NH:9][C:10]([C@H:12]([NH2:20])[C:13]3[CH:14]=[CH:15][C:16]([OH:19])=[CH:17][CH:18]=3)=[O:11])[C:7](=[O:8])[N:4]2[C:3]=1[C:23]([OH:25])=[O:24].C([OH:30])CCC>O>[CH3:1][C:2]1[CH2:22][S:21][C@@H:5]2[C@H:6]([NH:9][C:10]([C@H:12]([NH2:20])[C:13]3[CH:18]=[CH:17][C:16]([OH:19])=[CH:15][CH:14]=3)=[O:11])[C:7](=[O:8])[N:4]2[C:3]=1[C:23]([OH:25])=[O:24].[OH2:30] |f:3.4|. Procedure: Primary grade cefadroxil (11.7 g.) was added to a 48° C. mixture of 8.35 ml. water and 7.0 ml. n-butanol in 1 g. increments over a two hour period. The reaction mixture was initially seeded with crystals of cefadroxil.H2O and was stirred during the two hour addition step. The crystal slurry was allowed to cool to room temperature (approximately two hours) and was filtered. The filter cake was washed with n-butanol, water and isopropanol and dried to give 9.4 g. (82.7%) of title product. Biopoten... Reaction SMILES: CSc1ccc(N)cc1.O=C(O)c1ccc(C(F)(F)F)cn1.C1=CN(C=N1)C(=O)N2C=CN=C2.C1CCC2=NCCCN2CC1.CN(C)C=O>>CSc1ccc(NC(=O)c2ccc(C(F)(F)F)cn2)cc1. Run at temperature 25 celsius, time 2 hour. Reagents/catalysts: C1=CN(C=N1)C(=O)N2C=CN=C2 (CDI), C1CCC2=NCCCN2CC1 (DBU). The solvent is CN(C)C=O (DMF), CN(C)C=O (DMF), CN(C)C=O (DMF), CN(C)C=O (DMF), CN(C)C=O (DMF), CN(C)C=O (DMF). The reactants are O=C(O)c1ccc(C(F)(F)F)cn1, CSc1ccc(N)cc1. Isolated yield 6.3%. Product: CSc1ccc(NC(=O)c2ccc(C(F)(F)F)cn2)cc1. Starting materials: C(C1=CC=CC=C1)N(N=C(CS(=O)(=O)C)C)C(C(=O)C1=C(C=C(C=C1CC)C)CC)=O (1-benzyl-1-[2-(2,6-diethyl-4-methylphenyl)-2-oxoacetyl]-2-(1-methylsulfonyl-2-propylidene)hydrazine), C1(=CC=CC=C1)C (toluene), C([O-])([O-])=O.[K+].[K+] (potassium carbonate), C1(=CC=CC=C1)C (toluene). Run in O (water). Reaction conditions: time 15 hour. The product is C(C1=CC=CC=C1)N1N=C(C(=C(C1=O)C1=C(C=C(C=C1CC)C)CC)S(=O)(=O)C)C (2-benzyl-4-(2,6-diethyl-4-methylphenyl)-6-methyl-5-methylsulfonyl-2,3-dihydro-3-pyridazinone). Yield: 20.7%. Reaction SMILES: [CH2:1]([N:8]([C:17](=[O:31])[C:18]([C:20]1[C:25]([CH2:26][CH3:27])=[CH:24][C:23]([CH3:28])=[CH:22][C:21]=1[CH2:29][CH3:30])=O)[N:9]=[C:10]([CH3:16])[CH2:11][S:12]([CH3:15])(=[O:14])=[O:13])[C:2]1[CH:7]=[CH:6][CH:5]=[CH:4][CH:3]=1.C1(C)C=CC=CC=1.C(=O)([O-])[O-].[K+].[K+]>O>[CH2:1]([N:8]1[C:17](=[O:31])[C:18]([C:20]2[C:25]([CH2:26][CH3:27])=[CH:24][C:23]([CH3:28])=[CH:22][C:21]=2[CH2:29][CH3:30])=[C:11]([S:12]([CH3:15])(=[O:14])=[O:13])[C:10]([CH3:16])=[N:9]1)[C:2]1[CH:7]=[CH:6][CH:5]=[CH:4][CH:3]=1 |f:2.3.4|. Procedure details: To a 20 ml volume three-necked flask, 1-benzyl-1-[2-(2,6-diethyl-4-methylphenyl)-2-oxoacetyl]-2-(1-methylsulfonyl-2-propylidene)hydrazine ((4-34)-(7)-39) (340 mg), toluene (3.0 ml), and potassium carbonate (0.18 g) were added at room temperature, then additional toluene (0.5 ml) was added. The resulting mixture was stirred at room temperature for 15 hours, then at the internal temperature of about 50° C. for 18 hours. To the resulting mixture, water was added was extracted with tert-butyl methyl... The reactants are [Br-], CCn1c2ccc(F)cc2c2c(CBr)nn(-c3ccccc3)c(=O)c21, CCCC[N+](CCCC)(CCCC)CCCC, ClCCl, N#C[Na], O. Yields the product CCn1c2ccc(F)cc2c2c(CC#N)nn(-c3ccccc3)c(=O)c21. As a reaction SMILES: [Br-:29].[Br:1][CH2:2][c:3]1[n:4][n:5](-[c:20]2[cH:21][cH:22][cH:23][cH:24][cH:25]2)[c:6](=[O:19])[c:7]2[n:8]([CH2:17][CH3:18])[c:9]3[cH:10][cH:11][c:12]([F:16])[cH:13][c:14]3[c:15]12.[CH3:30][CH2:31][CH2:32][CH2:33][N+:34]([CH2:35][CH2:36][CH2:37][CH3:38])([CH2:39][CH2:40][CH2:41][CH3:42])[CH2:43][CH2:44][CH2:45][CH3:46].[Cl:47][CH2:48][Cl:49].[Na:26][C:27]#[N:28].[OH2:50]>>[CH2:2]([c:3]1[n:4][n:5](-[c:20]2[cH:21][cH:22][cH:23][cH:24][cH:25]2)[c:6](=[O:19])[c:7]2[n:8]([CH2:17][CH3:18])[c:9]3[cH:10][cH:11][c:12]([F:16])[cH:13][c:14]3[c:15]12)[C:27]#[N:28]. Starting materials: CN=C=O (methyl isocyanate), NC=1C=NC2=CC=CC=C2C1 (3-aminoquinoline), CN=C=O (methyl isocyanate). Run in C(Cl)Cl (methylene chloride). The product is CNC(=O)NC=1C=NC2=CC=CC=C2C1 (3-(Methylaminocarbonylamino)quinoline). Reaction SMILES: [CH3:1][N:2]=[C:3]=[O:4].[NH2:5][C:6]1[CH:7]=[N:8][C:9]2[C:14]([CH:15]=1)=[CH:13][CH:12]=[CH:11][CH:10]=2>C(Cl)Cl>[CH3:1][NH:2][C:3]([NH:5][C:6]1[CH:7]=[N:8][C:9]2[C:14]([CH:15]=1)=[CH:13][CH:12]=[CH:11][CH:10]=2)=[O:4]. Procedure: 0.99 ml of methyl isocyanate is added to a solution of 2.0 g of 3-aminoquinoline in 15 ml of methylene chloride under argon and the mixture is heated under reflux for 2 h. A further 0.95 ml of methyl isocyanate is added and the reaction mixture is refluxed again for 2 h. The crude product is chromatographed over 100 g of silica gel (mobile phase gradient from L to P). This gives the title compound as a crystalline solid: Rf (L)=0.2; M+=201.